This data is from the Open Reaction Database (ORD), a public repository of structured organic reaction records. The task is: describe an organic reaction: reactants, conditions, products, and yield Reactants: P12(=S)SP3(=S)SP(=S)(S1)SP(=S)(S2)S3 (phosphorus pentasulfide), COC([C@@H](NC=O)CC(C)C)=O (N-formylleucine methyl ester). Run in C(Cl)(Cl)Cl (chloroform). Yields the product C(C(C)C)C=1N=CSC1OC (4-Isobutyl-5-Methoxythiazole). As a reaction SMILES: P12(SP3(SP(SP(S3)(S1)=S)(=S)S2)=S)=[S:2].[CH3:15][O:16][C:17](=O)[C@H:18]([CH2:22][CH:23]([CH3:25])[CH3:24])[NH:19][CH:20]=O>C(Cl)(Cl)Cl>[CH2:22]([C:18]1[N:19]=[CH:20][S:2][C:17]=1[O:16][CH3:15])[CH:23]([CH3:25])[CH3:24]. Reported procedure: A 500 ml flask equipped with heating mantle, condenser, and drying tube is charged with 27.25 g (0.125 mole) of phosphorus pentasulfide, 17.3 g (0.1 mole) of N-formylleucine methyl ester, and 250 ml of chloroform, and the contents are refluxed for 24 hours. The reaction mixture is thereupon cooled to room temperature, washed with 250 ml of 10% potassium hydroxide, and then washed with 250 ml of distilled water. The reactants are I.CSC(NCC)=N (S-methyl-N-ethylisothiourea hydriodide), OC1(COC2=C(OC1)C=CC=C2)CN (3-hydroxy-3-aminomethyl-3,4-dihydro-2H-1,5-benzodioxepin). The solvent is C(C)O (ethanol). Product: I.OC1(COC2=C(OC1)C=CC=C2)CNC(=N)NCC (3-hydroxy-3-(3-ethylguanidinyl)methyl-3,4-dihydro-2H-1,5-benzodioxepin hydriodide). Reaction SMILES: [IH:1].CS[C:4](=[NH:8])[NH:5][CH2:6][CH3:7].[OH:9][C:10]1([CH2:21][NH2:22])[CH2:16][O:15][C:14]2[CH:17]=[CH:18][CH:19]=[CH:20][C:13]=2[O:12][CH2:11]1>C(O)C>[IH:1].[OH:9][C:10]1([CH2:21][NH:22][C:4]([NH:5][CH2:6][CH3:7])=[NH:8])[CH2:11][O:12][C:13]2[CH:20]=[CH:19][CH:18]=[CH:17][C:14]=2[O:15][CH2:16]1 |f:0.1,4.5|. Procedure: A mixture of S-methyl-N-ethylisothiourea hydriodide (2.46 g., 10 millimoles), 3-hydroxy-3-aminomethyl-3,4-dihydro-2H-1,5-benzodioxepin 1.95 g. (10 millimoles) from Example 1, Step E, and 20 ml. of ethanol is refluxed for four hours. The solution then is evaporated to a small volume and diluted with ether to afford 3-hydroxy-3-(3-ethylguanidinyl)methyl-3,4-dihydro-2H-1,5-benzodioxepin hydriodide. Reactants: Cl (hydrochloric acid), ClC1=C(C=C(C#N)C=C1)[N+](=O)[O-] (4-Chloro-3-nitrobenzonitrile), C(C(C)(C)C)O (neopentyl alcohol), [H-].[Na+] (sodium hydride). Run in CN(C=O)C (N,N-dimethylformamide). Reaction conditions: temperature 0 celsius. Yields the product C(C(C)(C)C)OC1=C(C=C(C#N)C=C1)[N+](=O)[O-] (4-neopentyloxy-3-nitrobenzonitrile). Yield: 90.3%. As a reaction SMILES: Cl[C:2]1[CH:9]=[CH:8][C:5]([C:6]#[N:7])=[CH:4][C:3]=1[N+:10]([O-:12])=[O:11].[CH2:13]([OH:18])[C:14]([CH3:17])([CH3:16])[CH3:15].[H-].[Na+].Cl>CN(C)C=O>[CH2:13]([O:18][C:2]1[CH:9]=[CH:8][C:5]([C:6]#[N:7])=[CH:4][C:3]=1[N+:10]([O-:12])=[O:11])[C:14]([CH3:17])([CH3:16])[CH3:15] |f:2.3|. Reported procedure: 1.83 g of 4-Chloro-3-nitrobenzonitrile and 1.06 g of neopentyl alcohol were dissolved in 10 ml of N,N-dimethylformamide. The solution was cooled to 0° C., and 480 mg of sodium hydride (60% in oil) was gradually added thereto. Then, 30 min after the addition, 13 ml of 1N hydrochloric acid was added to the mixture, and the precipitated crystal was collected by filtration to give 2.12 g of 4-neopentyloxy-3-nitrobenzonitrile. 1.2 g of thioacetamide was added thereto, and the mixture was heated at 80...